This data is from the Open Reaction Database (ORD), a public repository of structured organic reaction records. The task is: describe an organic reaction: reactants, conditions, products, and yield Starting materials: CC[O-], CCO, CCOC(=O)N1c2cc(OC)c(OC)cc2C(=O)CC1C, CCOC=O, [H-], [Na+], [Na+], O, c1ccccc1. Yields the product CCOC(=O)N1c2cc(OC)c(OC)cc2C(=O)C(=CO)C1C. As a reaction SMILES: [CH3:2][CH2:3][O-:4].[CH3:40][CH2:41][OH:42].[CH3:7][O:8][c:9]1[cH:10][c:11]2[c:16]([cH:17][c:18]1[O:19][CH3:20])[N:15]([C:21](=[O:22])[O:23][CH2:24][CH3:25])[CH:14]([CH3:26])[CH2:13][C:12]2=[O:27].[CH:28]([O:29][CH2:30][CH3:31])=[O:32].[H-:5].[Na+:1].[Na+:6].[OH2:33].[cH:34]1[cH:35][cH:36][cH:37][cH:38][cH:39]1>>[CH:3]([OH:4])=[C:13]1[C:12](=[O:27])[c:11]2[cH:10][c:9]([O:8][CH3:7])[c:18]([O:19][CH3:20])[cH:17][c:16]2[N:15]([C:21](=[O:22])[O:23][CH2:24][CH3:25])[CH:14]1[CH3:26]. Reactants: COc1ccc(C2CNCCN2)cc1, CS(C)=O, CCOC(=O)c1cn(C2CC2)c2nc3cc(F)c(F)cc3cc2c1=O. The product is CCOC(=O)c1cn(C2CC2)c2nc3cc(N4CCNC(c5ccc(OC)cc5)C4)c(F)cc3cc2c1=O. RXN SMILES: [CH3:26][O:27][c:28]1[cH:29][cH:30][c:31]([CH:34]2[CH2:35][NH:36][CH2:37][CH2:38][NH:39]2)[cH:32][cH:33]1.[CH3:40][S:41](=[O:42])[CH3:43].[CH:1]1([n:4]2[cH:5][c:6]([C:21](=[O:22])[O:23][CH2:24][CH3:25])[c:7](=[O:20])[c:8]3[cH:9][c:10]4[c:11]([n:12][c:13]23)[cH:14][c:15]([F:19])[c:16]([F:18])[cH:17]4)[CH2:2][CH2:3]1>>[CH:1]1([n:4]2[cH:5][c:6]([C:21](=[O:22])[O:23][CH2:24][CH3:25])[c:7](=[O:20])[c:8]3[cH:9][c:10]4[c:11]([n:12][c:13]23)[cH:14][c:15]([N:36]2[CH2:35][CH:34]([c:31]3[cH:30][cH:29][c:28]([O:27][CH3:26])[cH:33][cH:32]3)[NH:39][CH2:38][CH2:37]2)[c:16]([F:18])[cH:17]4)[CH2:2][CH2:3]1. The reactants are C(=O)(OC)CCC(=O)ONC(=N)C1CN(CCC1)C(=O)OC(C)(C)C (tert-Butyl 3-[N-(3-Carbomethoxypropionyloxy)carbamimidoyl]-piperidine-1-carboxylate), C(=O)(OC)CCC(=O)ONC(=N)C=1NC=CC1 (N-(3-Carbomethoxypropionyloxy)-1H-pyrrole-2-carboxamidine), C(=O)(OC)CCC(=O)ONC(=N)C1=CC=C(S1)NC(OC(C)(C)C)=O (tert-Butyl 5-[N-(3-Carbomethoxypropionyloxy)carbamimidoyl]thiophen-2-ylcarbamate), C(=O)(OC)CCC(=O)ONC(=N)C=1C=C(SC1)NC(NCC(C)C)=O (3-{4-[N-(3-Carbomethoxypropionyloxy)carbamimidoyl]thiophen-2-yl}-1-isobutylurea), C(=O)(OC)CCC(=O)ONC(C1=CC(=CC=C1)CO[Si](C(C)C)(C(C)C)C(C)C)=N (N-(3-Carbomethoxypropionyloxy)-3-triisopropylsilyloxymethylbenzamidine), tert-Butyl 5-[N-(3-Carbomethoxypropionyloxy)carbamimidoyl]-1-(2-trimethylsilyl)ethoxymethyl-1H-imidazol-4-ylcarbamate, C(=O)(OC)CCC(=O)ONC(C1=CC=C(C=C1)CO[Si](C(C)C)(C(C)C)C(C)C)=N (N-(3-Carbomethoxypropionyloxy)-4-triisopropylsilyloxymethylbenzamidine), tert-Butyl 4-[N-(3-Carbomethoxypropionyloxy)carbamimidoyl]-1-(2-trimethylsilyl)-ethoxymethyl-1H-imidazol-5-ylcarbamate, C(=O)(OC)CCC(=O)ONC(=N)C1=C(N(N=C1)C)NC(OC(C)(C)C)=O (tert-Butyl 4-[N-(3-Carbomethoxypropionyloxy)carbamimidoyl]-2-methyl-2H-pyrazol-3-ylcarbamate), tert-Butyl 2-[N-(3-Carbomethoxypropionyloxy)carbamamidoyl]piperidine-1-carboxylate, ClCC(=N)NOC(CCC(=O)OC)=O (2-Chloro-N-(3-carbomethoxypropionyloxy)acetamidine), C(=O)(OC)CCC(=O)ONC(=N)C=1C(=NOC1NC(OC(C)(C)C)=O)C (tert-Butyl [4-(N-(3-Carbomethoxypropionyloxy)carbamimidoyl)-3-methylisoxazol-5-yl]carbamate), C(=O)(OC)CCC(=O)ONC(=N)C=1C=C(SC1)NC(OC(C)(C)C)=O (tert-Butyl 4-[N-(3-Carbomethoxypropionyloxy)carbamimidoyl]thiophen-2-ylcarbamate), tert-Butyl 4-[N-(3-Carbomethoxypropionyloxy)carbamimidoyl]-1-(2-trimethylsilyl)ethoxymethyl-1H-pyrazol-3-ylcarbamate, C(=O)(OC)CCC(=O)ONC(=N)C=1N(C=CC1)C (N-(3-Carbomethoxypropionyloxy)-1-methyl-1H-pyrrole-2-carboxamidine), C(C)S(=O)(=O)C1=CC(=C(S1)N)C(=N)NOC(CCC(=O)OC)=O (5-Ethanesulfonyl-amino-N-(3-carbomethoxypropionyloxy)thiophene-3-carboxamidine), C(=O)(OC)CCC(=O)ONC(=N)C1N(CCC1)C(=O)OC(C)(C)C (tert-Butyl 2-[N-(3-Carbomethoxypropionyloxy)carbamimidoyl]pyrrolidine-1-carboxylate), C(=O)(OC)CCC(=O)ONC(=N)C1=CC=C(S1)NC(OC(C)(C)C)=O (tert-Butyl 5-[N-(3-Carbomethoxypropionyloxy)carbamimidoyl]thiophen-2-ylcarbamate). The product is C(=O)(OC)CCC(=O)ONC(=N)C1CCN(CC1)C(=O)OC(C)(C)C (tert-Butyl 4-[N-(3-Carbomethoxypropionyloxy)carbamimidoyl]piperidine-1-carboxylate). RXN SMILES: C(CCC(ONC([CH:13]1[CH2:18][CH2:17][CH2:16][N:15]([C:19]([O:21][C:22]([CH3:25])([CH3:24])[CH3:23])=[O:20])[CH2:14]1)=N)=O)(OC)=O.[C:26]([CH2:30][CH2:31][C:32]([O:34][NH:35][C:36](C1CCCN1C(OC(C)(C)C)=O)=[NH:37])=[O:33])([O:28][CH3:29])=[O:27].C(CCC(ONC(C1C=C(NC(=O)OC(C)(C)C)SC=1)=N)=O)(OC)=O.C(CCC(ONC(C1SC(NC(=O)OC(C)(C)C)=CC=1)=N)=O)(OC)=O.C(CCC(ONC(C1C=NN(C)C=1NC(=O)OC(C)(C)C)=N)=O)(OC)=O.C(CCC(ONC(C1NC=CC=1)=N)=O)(OC)=O.C(CCC(ONC(C1N(C)C=CC=1)=N)=O)(OC)=O.C(CCC(ONC(=N)C1C=CC=C(CO[Si](C(C)C)(C(C)C)C(C)C)C=1)=O)(OC)=O.C(CCC(ONC(=N)C1C=CC(CO[Si](C(C)C)(C(C)C)C(C)C)=CC=1)=O)(OC)=O.C(CCC(ONC(C1C=C(NC(=O)NCC(C)C)SC=1)=N)=O)(OC)=O.C(S(C1SC(N)=C(C(NOC(=O)CCC(OC)=O)=N)C=1)(=O)=O)C.ClCC(NOC(=O)CCC(OC)=O)=N.C(CCC(ONC(C1C(C)=NOC=1NC(=O)OC(C)(C)C)=N)=O)(OC)=O>>[C:26]([CH2:30][CH2:31][C:32]([O:34][NH:35][C:36]([CH:18]1[CH2:13][CH2:14][N:15]([C:19]([O:21][C:22]([CH3:23])([CH3:24])[CH3:25])=[O:20])[CH2:16][CH2:17]1)=[NH:37])=[O:33])([O:28][CH3:29])=[O:27]. Reported procedure: tert-Butyl 3-[N-(3-Carbomethoxypropionyloxy)carbamimidoyl]-piperidine-1-carboxylate; tert-Butyl 2-[N-(3-Carbomethoxypropionyloxy)carbamamidoyl]piperidine-1-carboxylate; tert-Butyl 2-[N-(3-Carbomethoxypropionyloxy)carbamimidoyl]pyrrolidine-1-carboxylate; tert-Butyl 4-[N-(3-Carbomethoxypropionyloxy)carbamimidoyl]thiophen-2-ylcarbamate; tert-Butyl 5-[N-(3-Carbomethoxypropionyloxy)carbamimidoyl]thiophen-2-ylcarbamate; tert-Butyl 5-[N-(3-Carbomethoxypropionyloxy)carbamimidoyl]thiophen-2-ylcarbamate; ... The reactants are BrC=1C=C(C(=O)OC)C=CC1C(=O)N1CCCC1 (methyl 3-bromo-4-(pyrrolidin-1-ylcarbonyl)benzoate), tetrakis-triphenylphosphinepalladium(0), C[Si](C)(C)C#C (trimethylsilylethyne). The reagents and catalysts are [Cu]I (copper(1) iodide). Solvent: C(C)(C)NC(C)C (N,N-diisopropylamine), C(C)(=O)OCC (ethyl acetate). Reaction conditions: temperature 80 celsius, time 8 hour. The product is N1(CCCC1)C(=O)C1=C(C=C(C(=O)OC)C=C1)C#C[Si](C)(C)C (methyl 4-(pyrrolidin-1-ylcarbonyl)-3-(2-trimethylsilylethynyl)benzoate). As a reaction SMILES: Br[C:2]1[CH:3]=[C:4]([CH:9]=[CH:10][C:11]=1[C:12]([N:14]1[CH2:18][CH2:17][CH2:16][CH2:15]1)=[O:13])[C:5]([O:7][CH3:8])=[O:6].[CH3:19][Si:20]([C:23]#[CH:24])([CH3:22])[CH3:21]>C(NC(C)C)(C)C.C(OCC)(=O)C.[Cu]I>[N:14]1([C:12]([C:11]2[CH:10]=[CH:9][C:4]([C:5]([O:7][CH3:8])=[O:6])=[CH:3][C:2]=2[C:24]#[C:23][Si:20]([CH3:22])([CH3:21])[CH3:19])=[O:13])[CH2:18][CH2:17][CH2:16][CH2:15]1. Procedure details: 18 g (57.7 mmol) of methyl 3-bromo-4-(pyrrolidin-1-ylcarbonyl)benzoate is placed under a nitrogen atmosphere together with 6.66 g (5.77 mmol) of tetrakis-triphenylphosphinepalladium(0) and 0.439 g (2.31 mmol) of copper(1) iodide in 150 mL of N,N-diisopropylamine, the mixture is heated to 80° C. and 16.6 mL (115 mmol) trimethylsilylethyne is added. The reaction mixture is stirred for 8 hours at 80° C. and then for 16 hours at ambient temperature. Then volatile constituents are eliminated in vacuo...